The task is: describe an organic reaction: reactants, conditions, products, and yield. This data is from the Open Reaction Database (ORD), a public repository of structured organic reaction records. The reactants are C(C)(=O)O (acetic acid), [S-2].[Na+].[Na+] (sodium sulfide), C(C)(C)(C)OC(CCl)=O (chloro-acetic acid tert-butyl ester), C(=O)([O-])[O-].[K+].[K+] (K2CO3), COC(C1=CC(=C(C=C1)[N+](=O)[O-])C=O)=O (3-formyl-4-nitro-benzoic acid methyl ester). The solvent is CN(C)C=O (DMF), CN(C)C=O (DMF), O (water), CN(C)C=O (DMF), CN(C)C=O (DMF). Run at temperature 0 celsius, time 30 minute. Product: COC(=O)C1=CC2=C(SC(=C2)C(=O)OC(C)(C)C)C=C1 (benzo[b]thiophene-2,5-dicarboxylic acid 2-tert-butyl ester 5-methyl ester). RXN SMILES: [S-2:1].[Na+].[Na+].C(O)(=O)C.[C:8]([O:12][C:13](=[O:16])[CH2:14]Cl)([CH3:11])([CH3:10])[CH3:9].C([O-])([O-])=O.[K+].[K+].[CH3:23][O:24][C:25](=[O:37])[C:26]1[CH:31]=[CH:30][C:29]([N+]([O-])=O)=[C:28]([CH:35]=O)[CH:27]=1>CN(C=O)C.O>[CH3:23][O:24][C:25]([C:26]1[CH:31]=[CH:30][C:29]2[S:1][C:14]([C:13]([O:12][C:8]([CH3:11])([CH3:10])[CH3:9])=[O:16])=[CH:35][C:28]=2[CH:27]=1)=[O:37] |f:0.1.2,5.6.7|. Reported procedure: To a suspension of sodium sulfide (7.95 g, 102 mmol) in anhydrous DMF (200 mL) at 0° C. were added acetic acid (5.80 mL, 102 mmol) and additional DMF (100 mL). The mixture was allowed to stir at 0° C. for 30 min and chloro-acetic acid tert-butyl ester (14.6 mL, 102 mmol) was added followed by additional DMF (50 mL). The resulting mixture was allowed to stir at 0° C. for 30 min and at rt for 30 min. To this mixture were added K2CO3 (16.4 g, 119 mmol) and 3-formyl-4-nitro-benzoic acid methyl ester... Starting materials: COc1ccc(C(CO)NC(=O)OC(C)(C)C)cc1, [Na+], [OH-]. Product: COc1ccc(C(N)CO)cc1. RXN SMILES: [CH3:1][O:2][c:3]1[cH:4][cH:5][c:6]([CH:9]([CH2:10][OH:11])[NH:12][C:13](=[O:14])[O:15][C:16]([CH3:17])([CH3:18])[CH3:19])[cH:7][cH:8]1.[Na+:21].[OH-:20]>>[CH3:1][O:2][c:3]1[cH:4][cH:5][c:6]([CH:9]([CH2:10][OH:11])[NH2:12])[cH:7][cH:8]1.